The task is: describe an organic reaction: reactants, conditions, products, and yield. This data is from the Open Reaction Database (ORD), a public repository of structured organic reaction records. The reactants are CNC(CCC1=CC2=CC=CC=C2C=C1)=O (N-methyl-3-(2-naphthyl)propionamide), acetate salt, CN(C(\C=C(\CC(C)(C)N)/C)=O)[C@H](CC1=CC2=CC=CC=C2C=C1)C(N([C@H](CC=1SC=CC1)C(NC)=O)C)=O ((2E)-5-Amino-3,5-dimethylhex-2-enoic acid N-methyl-N-((1R)-1-(N-methyl-N-((1R)-1-(methylcarbamoyl)-2-(thiophen-2-yl)ethyl) carbamoyl)-2-(2-naphthyl)ethyl) amide), NC(CC=CC(=O)N([C@H](CC1=CC2=CC=CC=C2C=C1)C(N([C@H](CC1=CC=CC=C1)C(NCC(F)(F)F)=O)C)=O)C)(C)C (5-Amino-5-methyl-N-methyl-N-((1R)-1-(N-methyl-N-((1R)-2-phenyl-1-((2,2,2-trifluoroethyl)carbamoyl)ethyl)carbamoyl)-2-(2-naphthyl)ethyl)hex-2-enamide). Yields the product CN(C(\C=C(/CC(C)(C)N)\C)=O)[C@H](CC1=CC2=CC=CC=C2C=C1)C(N([C@H](CC1=CC=CC=C1)C(NC)=O)C)=O ((2Z)-5-Amino-3,5-dimethylhex-2-enoic acid N-methyl-N-((1R)-1-(N-methyl-N-((1R)-1-methylcarbamoyl-2-phenylethyl)carbamoyl)-2-(2-naphthyl)ethyl)amide). Reaction SMILES: CN[C:3](=O)[CH2:4]CC1C=CC2C(=CC=CC=2)C=1.[CH3:17][N:18]([C@@H:29]([C:41](=[O:55])[N:42]([CH3:54])[C@@H:43]([C:50](=[O:53])[NH:51][CH3:52])[CH2:44][C:45]1S[CH:47]=[CH:48][CH:49]=1)[CH2:30][C:31]1[CH:40]=[CH:39][C:38]2[C:33](=[CH:34][CH:35]=[CH:36][CH:37]=2)[CH:32]=1)[C:19](=[O:28])/[CH:20]=[C:21](\[CH3:27])/[CH2:22][C:23]([NH2:26])([CH3:25])[CH3:24].NC(C)(C)CC=CC(N(C)[C@@H](C(=O)N(C)[C@@H](C(=O)NCC(F)(F)F)CC1C=CC=CC=1)CC1C=CC2C(=CC=CC=2)C=1)=O>>[CH3:17][N:18]([C@@H:29]([C:41](=[O:55])[N:42]([CH3:54])[C@@H:43]([C:50](=[O:53])[NH:51][CH3:52])[CH2:44][C:45]1[CH:4]=[CH:3][CH:47]=[CH:48][CH:49]=1)[CH2:30][C:31]1[CH:40]=[CH:39][C:38]2[C:33](=[CH:34][CH:35]=[CH:36][CH:37]=2)[CH:32]=1)[C:19](=[O:28])/[CH:20]=[C:21](/[CH3:27])\[CH2:22][C:23]([NH2:26])([CH3:25])[CH3:24]. Procedure details: (2R)-2-(N-[{2-Amino-2-methylpropoxy}acetyl]-N-methylamino)-N-((1R)-1-dimethylcarbamoyl)-2-phenylethyl)-N-methyl-3-(2-naphthyl)propionamide: ##STR93## 2E)-5-Amino-5-methyl-N-methyl-N-((1R)-1-(N-methyl-N-((1R)-2-phenyl-1-((2,2,2-trifluoroethyl)carbamoyl)ethyl)carbamoyl)-2-(2-naphthyl)ethyl)hex-2-enamide, and its acetate salt; The reactants are ClC=1C(=C(C=CC1)NC1=NC=NC2=CC(=C(C=C12)O)OC)F (4-[(3-chloro-2-fluorophenyl)amino]-7-methoxyquinazolin-6-ol), acetone ice, C1(=CC=CC=C1)P(C1=CC=CC=C1)C1=CC=CC=C1 (triphenylphosphine), COC(=O)[C@H]1N(CC[C@H](C1)O)C(=O)OC(C)(C)C ((2S,4R)—N-(tert-butoxycarbonyl)-4-hydroxypiperidine-2-carboxylic acid methyl ester). The solvent is C(Cl)Cl (DCM), C(Cl)Cl (DCM). Conditions: time 2 hour. Yields the product ClC=1C(=C(C=CC1)NC1=NC=NC2=CC(=C(C=C12)O[C@@H]1C[C@H](N(CC1)C(=O)OC(C)(C)C)C(=O)OC)OC)F (1-tert-butyl 2-methyl (2S,4S)-4-({4-[(3-chloro-2-fluorophenyl)amino]-7-methoxyquinazolin-6-yl}oxy)piperidine-1,2-dicarboxylate). The yield is 69.0%. RXN SMILES: [Cl:1][C:2]1[C:3]([F:22])=[C:4]([NH:8][C:9]2[C:18]3[C:13](=[CH:14][C:15]([O:20][CH3:21])=[C:16]([OH:19])[CH:17]=3)[N:12]=[CH:11][N:10]=2)[CH:5]=[CH:6][CH:7]=1.C1(P(C2C=CC=CC=2)C2C=CC=CC=2)C=CC=CC=1.[CH3:42][O:43][C:44]([C@@H:46]1[CH2:51][C@H:50](O)[CH2:49][CH2:48][N:47]1[C:53]([O:55][C:56]([CH3:59])([CH3:58])[CH3:57])=[O:54])=[O:45]>C(Cl)Cl>[Cl:1][C:2]1[C:3]([F:22])=[C:4]([NH:8][C:9]2[C:18]3[C:13](=[CH:14][C:15]([O:20][CH3:21])=[C:16]([O:19][C@H:50]4[CH2:49][CH2:48][N:47]([C:53]([O:55][C:56]([CH3:57])([CH3:58])[CH3:59])=[O:54])[C@H:46]([C:44]([O:43][CH3:42])=[O:45])[CH2:51]4)[CH:17]=3)[N:12]=[CH:11][N:10]=2)[CH:5]=[CH:6][CH:7]=1. Procedure: DTAD (13.3 g, 57.9 mmol) dissolved in 50 ml of DCM was added over a period of 10 minutes to a stirred suspension of 4-[(3-chloro-2-fluorophenyl)amino]-7-methoxyquinazolin-6-ol (1) (4.94 g, 15.5 mmol, prepared as described in WO 03/082831, Reference Example 2 therein), triphenylphosphine (18.3 g, 69.5 mmol) and (2S,4R)—N-(tert-butoxycarbonyl)-4-hydroxypiperidine-2-carboxylic acid methyl ester (ex ACROS, 6 g, 23.2 mmol) in DCM (150 ml) at −15° C. (acetone/ice). The reaction mixture was allowed to ... Reactants: C(C)OC(C1=CC=C(C=C1)NC(=O)C=1C=CC2=C(NCCO2)C1)=O (4-[(3,4-dihydro-2H-benzo[1,4]oxazine-6-carbonyl)-amino]-benzoic acid ethyl ester), FC=1C=C(C=CC1)S(=O)(=O)Cl (3-fluoro-benzenesulfonyl chloride). The solvent is N1=CC=CC=C1 (pyridine), N1=CC=CC=C1 (pyridine). Run at time 18 hour. Product: FC=1C=C(C=CC1)S(=O)(=O)N1CCOC2=C1C=C(C=C2)C(=O)NC2=CC=C(C(=O)O)C=C2 (4-{[4-(3-Fluoro-benzenesulfonyl)-3,4-dihydro-2H-benzo[1,4]oxazine-6-carbonyl]-amino}-benzoic acid). Isolated yield 44.1%. As a reaction SMILES: C([O:3][C:4](=[O:24])[C:5]1[CH:10]=[CH:9][C:8]([NH:11][C:12]([C:14]2[CH:15]=[CH:16][C:17]3[O:22][CH2:21][CH2:20][NH:19][C:18]=3[CH:23]=2)=[O:13])=[CH:7][CH:6]=1)C.[F:25][C:26]1[CH:27]=[C:28]([S:32](Cl)(=[O:34])=[O:33])[CH:29]=[CH:30][CH:31]=1>N1C=CC=CC=1>[F:25][C:26]1[CH:27]=[C:28]([S:32]([N:19]2[C:18]3[CH:23]=[C:14]([C:12]([NH:11][C:8]4[CH:9]=[CH:10][C:5]([C:4]([OH:3])=[O:24])=[CH:6][CH:7]=4)=[O:13])[CH:15]=[CH:16][C:17]=3[O:22][CH2:21][CH2:20]2)(=[O:34])=[O:33])[CH:29]=[CH:30][CH:31]=1. Reported procedure: Step 7 and 8. A solution of 4-[(3,4-dihydro-2H-benzo[1,4]oxazine-6-carbonyl)-amino]-benzoic acid ethyl ester (27 mg, 0.085 mmol) in pyridine (0.4 mL) was treated with a solution of 3-fluoro-benzenesulfonyl chloride (25 mg, 0.13 mmol) in pyridine (0.2 mL). The resulting mixture was stirred at room temperature for 18 hours. The pyridine was evaporated, and the residual crude 4-{[4-(3-fluoro-benzenesulfonyl)-3,4-dihydro-2H-benzo[1,4]oxazine-6-carbonyl]-amino}-benzoic acid ethyl ester was dissolved ... The reactants are O=[N+]([O-])c1ccc(Br)cn1, O=C([O-])[O-], CS(C)=O, CS(=O)(=O)NC(=O)c1cc(F)c(O)cc1F, [K+], [K+]. The product is CS(=O)(=O)NC(=O)c1cc(F)c(Oc2ccc([N+](=O)[O-])nc2)cc1F. Reaction SMILES: [Br:23][c:24]1[cH:25][cH:26][c:27]([N+:30](=[O:31])[O-:32])[n:28][cH:29]1.[C:1](=[O:2])([O-:3])[O-:4].[CH3:33][S:34]([CH3:35])=[O:36].[F:7][c:8]1[c:9]([C:10](=[O:11])[NH:12][S:13](=[O:14])(=[O:15])[CH3:16])[cH:17][c:18]([F:22])[c:19]([OH:21])[cH:20]1.[K+:5].[K+:6]>>[F:7][c:8]1[c:9]([C:10](=[O:11])[NH:12][S:13](=[O:14])(=[O:15])[CH3:16])[cH:17][c:18]([F:22])[c:19]([O:21][c:24]2[cH:25][cH:26][c:27]([N+:30](=[O:31])[O-:32])[n:28][cH:29]2)[cH:20]1. The reactants are CC(=O)Oc1cc2occ(C(=O)O)c(=O)c2cc1OC(C)=O, CN(C)C=O, CCCCCC, O=S(Cl)Cl, c1ccccc1. Product: CC(=O)Oc1cc2occ(C(=O)Cl)c(=O)c2cc1OC(C)=O. RXN SMILES: [C:1]([CH3:2])(=[O:3])[O:4][c:5]1[cH:6][c:7]2[c:8](=[O:22])[c:9]([C:19](=[O:20])[OH:21])[cH:10][o:11][c:12]2[cH:13][c:14]1[O:15][C:16]([CH3:17])=[O:18].[CH3:33][N:34]([CH3:35])[CH:36]=[O:37].[CH3:38][CH2:39][CH2:40][CH2:41][CH2:42][CH3:43].[S:29]([Cl:30])([Cl:31])=[O:32].[cH:23]1[cH:24][cH:25][cH:26][cH:27][cH:28]1>>[C:1]([CH3:2])(=[O:3])[O:4][c:5]1[cH:6][c:7]2[c:8](=[O:22])[c:9]([C:19](=[O:20])[Cl:31])[cH:10][o:11][c:12]2[cH:13][c:14]1[O:15][C:16]([CH3:17])=[O:18]. Reactants: C(C1=CC=CC=C1)(=O)O (benzoic acid), S1C(NC(C1)=O)=O (2,4-thiazolidinedione), COC([C@H](CC1=CC=C(C=C1)OC1=CC=C(C=C1)C=O)NC(=O)OC(C)(C)C)=O ((S)-2-tert-butoxycarbonylamino-3-(4-(4-formylphenoxy)phenyl)-propanoic acid methyl ester), N1CCCCC1 (piperidine). The solvent is O (water), C1(=CC=CC=C1)C (toluene), C(Cl)(Cl)Cl.CO (CHCl3 MeOH). Yields the product COC([C@H](CC1=CC=C(C=C1)OC1=CC=C(C=C1)C=C1C(NC(S1)=O)=O)NC(=O)OC(C)(C)C)=O ((S)-2-tert-Butoxycarbonylamino-3-{4-[4-(2,4-dioxothiazolidin-5-ylidenemethyl)-phenoxy]-phenyl}-propionic acid methyl ester). RXN SMILES: [CH3:1][O:2][C:3](=[O:29])[C@@H:4]([NH:21][C:22]([O:24][C:25]([CH3:28])([CH3:27])[CH3:26])=[O:23])[CH2:5][C:6]1[CH:11]=[CH:10][C:9]([O:12][C:13]2[CH:18]=[CH:17][C:16]([CH:19]=O)=[CH:15][CH:14]=2)=[CH:8][CH:7]=1.C(O)(=O)C1C=CC=CC=1.N1CCCCC1.[S:45]1[CH2:49][C:48](=[O:50])[NH:47][C:46]1=[O:51]>C1(C)C=CC=CC=1.C(Cl)(Cl)Cl.CO.O>[CH3:1][O:2][C:3](=[O:29])[C@@H:4]([NH:21][C:22]([O:24][C:25]([CH3:27])([CH3:26])[CH3:28])=[O:23])[CH2:5][C:6]1[CH:11]=[CH:10][C:9]([O:12][C:13]2[CH:18]=[CH:17][C:16]([CH:19]=[C:49]3[S:45][C:46](=[O:51])[NH:47][C:48]3=[O:50])=[CH:15][CH:14]=2)=[CH:8][CH:7]=1 |f:5.6|. Reported procedure: Dissolve (S)-2-tert-butoxycarbonylamino-3-(4-(4-formylphenoxy)phenyl)-propanoic acid methyl ester (3.05 Kg, 7.64 moles) in toluene (18 L). Add benzoic acid (144.9 g), piperidine (87.6 g) and 2,4-thiazolidinedione (1.11 Kg, 20.5) sequentially. Remove water azeotropically for 6 h. Check completion of the reaction by TLC (SiO2 gel, CHCl3-MeOH, 19:1). Distil off half of the solvent and cool down to room temperature, washed with 5% sodium bicarbonate solution, water, brine and dried over anhydrous so...